Dataset: the Open Reaction Database (ORD), a public repository of structured organic reaction records. Task: describe an organic reaction: reactants, conditions, products, and yield Reactants: N(CCCCCCNC1CC(NC(C1)(C)C)(C)C)C1CC(NC(C1)(C)C)(C)C (4,4'(hexamethylenediimino)bis(2,2,6,6-tetramethylpiperidine)), C(C=C)N(C1=NC(=NC(=N1)Cl)NC(C)(C)CC(C)(C)C)CC=C (2-diallylamino-4-chloro-6-t-octylamino-1,3,5-triazine), [OH-].[Na+] (sodium hydroxide). The solvent is C=1(C(=CC=CC1)C)C (xylene). The product is CC1(NC(CC(C1)N(CCCCCCN(C1CC(NC(C1)(C)C)(C)C)C1=NC(=NC(=N1)N(CC=C)CC=C)NC(C)(C)CC(C)(C)C)C1=NC(=NC(=N1)N(CC=C)CC=C)NC(C)(C)CC(C)(C)C)(C)C)C (2,2'-[Hexamethylenebis[(2,2,6,6-tetramethyl-4-piperidinyl)imino]]bis(4-diallylamino-6-t-octylamino-1,3,5-triazine)). The yield is 19.2%. As a reaction SMILES: [NH:1]([CH:19]1[CH2:24][C:23]([CH3:26])([CH3:25])[NH:22][C:21]([CH3:28])([CH3:27])[CH2:20]1)[CH2:2][CH2:3][CH2:4][CH2:5][CH2:6][CH2:7][NH:8][CH:9]1[CH2:14][C:13]([CH3:16])([CH3:15])[NH:12][C:11]([CH3:18])([CH3:17])[CH2:10]1.[CH2:29]([N:32]([CH2:49][CH:50]=[CH2:51])[C:33]1[N:38]=[C:37](Cl)[N:36]=[C:35]([NH:40][C:41]([CH2:44][C:45]([CH3:48])([CH3:47])[CH3:46])([CH3:43])[CH3:42])[N:34]=1)[CH:30]=[CH2:31].[OH-].[Na+]>C1(C)C(C)=CC=CC=1>[CH3:25][C:23]1([CH3:26])[CH2:24][CH:19]([N:1]([C:37]2[N:38]=[C:33]([N:32]([CH2:49][CH:50]=[CH2:51])[CH2:29][CH:30]=[CH2:31])[N:34]=[C:35]([NH:40][C:41]([CH2:44][C:45]([CH3:48])([CH3:47])[CH3:46])([CH3:43])[CH3:42])[N:36]=2)[CH2:2][CH2:3][CH2:4][CH2:5][CH2:6][CH2:7][N:8]([C:37]2[N:38]=[C:33]([N:32]([CH2:49][CH:50]=[CH2:51])[CH2:29][CH:30]=[CH2:31])[N:34]=[C:35]([NH:40][C:41]([CH2:44][C:45]([CH3:48])([CH3:47])[CH3:46])([CH3:43])[CH3:42])[N:36]=2)[CH:9]2[CH2:14][C:13]([CH3:16])([CH3:15])[NH:12][C:11]([CH3:17])([CH3:18])[CH2:10]2)[CH2:20][C:21]([CH3:28])([CH3:27])[NH:22]1 |f:2.3|. Reported procedure: A stirred solution of 4,4'(hexamethylenediimino)bis(2,2,6,6-tetramethylpiperidine) (9.5 grams; 0.024 mole), 2-diallylamino-4-chloro-6-t-octylamino-1,3,5-triazine (16.0 grams; 0.048 mole), and powdered sodium hydroxide (2.0 grams; 0.05 mole) in xylene (150 mls) is heated at reflux for 24 hours while removing by-product water by means of a trap. The resulting mixture is then filtered and the filtrate is heated to evaporate the solvent and obtain a light tan oil which solidifies on triturating with... The reactants are C1(C(C(CC1)O)(O)O)(C1(CCCC1)C1CCCC1)O (ter-cyclopentane tetra-ol), C1(CCCC1)C1(CCCC1)C1CCCC1 (ter-cyclopentane). Yields the product C(C1=CC=CC=C1)(=O)O.C(C1=CC=CC=C1)(=O)O.C(C1=CC=CC=C1)(=O)O.C(C1=CC=CC=C1)(=O)O.C(C1=CC=CC=C1)(=O)O.C(C1=CC=CC=C1)(=O)O.C1(CCCC1)C1(CCCC1)C1CCCC1 (ter-cyclopentane hexa-benzoate). RXN SMILES: [C:1]1(O)([C:9]2([CH:14]3CCCC3)CCCC2)[CH2:5][CH2:4][CH:3](O)[C:2]1([OH:8])[OH:7].[CH:20]1([C:25]2([CH:30]3[CH2:34][CH2:33][CH2:32][CH2:31]3)[CH2:29][CH2:28][CH2:27][CH2:26]2)[CH2:24][CH2:23][CH2:22][CH2:21]1>>[C:2]([OH:7])(=[O:8])[C:3]1[CH:4]=[CH:5][CH:1]=[CH:9][CH:14]=1.[C:2]([OH:7])(=[O:8])[C:3]1[CH:4]=[CH:5][CH:1]=[CH:9][CH:14]=1.[C:2]([OH:7])(=[O:8])[C:3]1[CH:4]=[CH:5][CH:1]=[CH:9][CH:14]=1.[C:2]([OH:7])(=[O:8])[C:3]1[CH:4]=[CH:5][CH:1]=[CH:9][CH:14]=1.[C:2]([OH:7])(=[O:8])[C:3]1[CH:4]=[CH:5][CH:1]=[CH:9][CH:14]=1.[C:2]([OH:7])(=[O:8])[C:3]1[CH:4]=[CH:5][CH:1]=[CH:9][CH:14]=1.[CH:30]1([C:25]2([CH:20]3[CH2:21][CH2:22][CH2:23][CH2:24]3)[CH2:29][CH2:28][CH2:27][CH2:26]2)[CH2:31][CH2:32][CH2:33][CH2:34]1 |f:2.3.4.5.6.7.8|. Reported procedure: Using the ter-cyclopentane tetra-ol synthesized as described in Example 5, a ter-cyclopentane hexa-benzoate was prepared in order to determine the solution structure (i.e., symmetry) of the ter-cyclopentane structure. The ter-cyclopentane hexa-benzoate was prepared according to the synthesis scheme below. The reactants are [Br-], CC(=O)CC(C)C, CCN(CC)[P+](OC(c1ccc(OC)cc1)C(F)(F)F)(N(CC)CC)N(CC)CC. The product is COc1ccc(C(Br)C(F)(F)F)cc1. RXN SMILES: [Br-:1].[CH2:32]([C:33]([CH3:34])=[O:35])[CH:36]([CH3:37])[CH3:38].[CH3:2][O:3][c:4]1[cH:5][cH:6][c:7]([CH:10]([C:11]([F:12])([F:13])[F:14])[O:15][P+:16]([N:17]([CH2:18][CH3:19])[CH2:20][CH3:21])([N:22]([CH2:23][CH3:24])[CH2:25][CH3:26])[N:27]([CH2:28][CH3:29])[CH2:30][CH3:31])[cH:8][cH:9]1>>[Br:1][CH:10]([c:7]1[cH:6][cH:5][c:4]([O:3][CH3:2])[cH:9][cH:8]1)[C:11]([F:12])([F:13])[F:14]. The reactants are Cl (HCl), FCCCOC=1C=C2C(C3(CC2=CC1)CCC(CC3)OC)=NS(=O)C(C)(C)C (N-(5′-(3-Fluoropropoxy)-4-methoxyspiro[cyclohexane-1,2′-indene]-3′(1′H)-ylidene)-2-methylpropane-2-sulfinamide). The solvent is O1CCOCC1 (1,4-dioxane), C(=O)(O)[O-].[Na+] (NaHCO3). Reaction conditions: time 8 hour. Yields the product FCCCOC1=CC=C2CC3(C(C2=C1)=N)CCC(CC3)OC (6′-(3-Fluoropropoxy)-4-methoxyspiro[cyclohexane-1,2′-inden]-1′(3′H)-imine). Yield: 111.3%. As a reaction SMILES: Cl.[F:2][CH2:3][CH2:4][CH2:5][O:6][C:7]1[CH:8]=[C:9]2[C:13](=[CH:14][CH:15]=1)[CH2:12][C:11]1([CH2:20][CH2:19][CH:18]([O:21][CH3:22])[CH2:17][CH2:16]1)[C:10]2=[N:23]S(C(C)(C)C)=O>O1CCOCC1.C([O-])(O)=O.[Na+]>[F:2][CH2:3][CH2:4][CH2:5][O:6][C:7]1[CH:8]=[C:9]2[C:13]([CH2:12][C:11]3([CH2:16][CH2:17][CH:18]([O:21][CH3:22])[CH2:19][CH2:20]3)[C:10]2=[NH:23])=[CH:14][CH:15]=1 |f:3.4|. Procedure details: HCl (4 M in 1,4-dioxane, 1.489 mL, 5.96 mmol) was added to a solution of N-(5′-(3-fluoro-propoxy)-4-methoxyspiro[cyclohexane-1,2′-indene]-3′(1′H)-ylidene)-2-methylpropane-2-sulfinamide (Example 20v, Step 1, 244 mg, 0.60 mmol) in anhydrous 1,4-dioxane (25 mL). A white precipitate was formed immediately and the resulting cloudy mixture was stirred under a nitrogen atmosphere overnight. The mixture was diluted with NaHCO3 (aq) and extracted with DCM, dried over MgSO4 and concentrated in vacuo to gi... Reactants: IC1=CC=C(C=C1)CC(=O)O (4-Iodophenylacetic acid), OS(=O)(=O)O (H2SO4), C(C)O (ethanol). Yields the product C(C)OC(CC1=CC=C(C=C1)I)=O (4-Iodophenylacetic acid ethyl ester). Yield: 90.0%. RXN SMILES: [I:1][C:2]1[CH:7]=[CH:6][C:5]([CH2:8][C:9]([OH:11])=[O:10])=[CH:4][CH:3]=1.OS(O)(=O)=O.[CH2:17](O)[CH3:18]>>[CH2:17]([O:10][C:9](=[O:11])[CH2:8][C:5]1[CH:4]=[CH:3][C:2]([I:1])=[CH:7][CH:6]=1)[CH3:18]. Procedure details: 4-Iodophenylacetic acid (3 g), ethanol (20 mL) and conc. H2SO4 (5 mL) were refluxed overnight. Ca. 15 mL ethanol was then evaporated, the residue was extracted with dichloromethane (3×100 mL), the combined organic extracts were washed with sat. aq. NaHCO3, dried over Na2SO4 and evaporated in vacuo to afford 2.97 g (90%) of 121JP58 as a yellow oil. Starting materials: Cc1ccc2c(c1)ncn2-c1ccc2[nH]cc(C3=CCCCC3)c2c1, CCO, [H][H]. Yields the product Cc1ccc2c(c1)ncn2-c1ccc2[nH]cc(C3CCCCC3)c2c1. RXN SMILES: [C:1]1([c:7]2[cH:8][nH:9][c:10]3[cH:11][cH:12][c:13](-[n:16]4[cH:17][n:18][c:19]5[c:20]4[cH:21][cH:22][c:23]([CH3:25])[cH:24]5)[cH:14][c:15]23)=[CH:2][CH2:3][CH2:4][CH2:5][CH2:6]1.[CH3:28][CH2:29][OH:30].[H:26][H:27]>>[CH:1]1([c:7]2[cH:8][nH:9][c:10]3[cH:11][cH:12][c:13](-[n:16]4[cH:17][n:18][c:19]5[c:20]4[cH:21][cH:22][c:23]([CH3:25])[cH:24]5)[cH:14][c:15]23)[CH2:2][CH2:3][CH2:4][CH2:5][CH2:6]1. Starting materials: Cc1ccccc1, COc1ccc(CO)cn1, CN(C)C=O, [Na+], [OH-], O=S(Cl)Cl. The product is COc1ccc(CCl)cn1. Reaction SMILES: [CH3:15][c:16]1[cH:17][cH:18][cH:19][cH:20][cH:21]1.[CH3:1][O:2][c:3]1[cH:4][cH:5][c:6]([CH2:9][OH:10])[cH:7][n:8]1.[CH3:24][N:25]([CH3:26])[CH:27]=[O:28].[Na+:23].[OH-:22].[S:11]([Cl:12])([Cl:13])=[O:14]>>[CH3:1][O:2][c:3]1[cH:4][cH:5][c:6]([CH2:9][Cl:13])[cH:7][n:8]1.